Dataset: the Open Reaction Database (ORD), a public repository of structured organic reaction records. Task: describe an organic reaction: reactants, conditions, products, and yield Yields the product CN(C)c2ccc(c1ccccc1)cc2. The reactants are CN(C)c2ccc(B1OCC(C)(C)CO1)cc2 (effective_coupling_partner), CCN(CC)C(=O)Oc1ccccc1 (substrate). Conditions: temperature 150 celsius, time 20 hour. Reagents/catalysts: I(2-Ad). Reaction conditions: time 16 hour. Yields the product Cl.Cl.NC1=CC=C(C=C1)[C@@H]1CC[C@H](CC1)NCC (trans 4-(p-aminophenyl)-N-ethylcyclohexylamine dihydrochloride). Starting materials: NC1=CC=C(C=C1)[C@@H]1CC[C@H](CC1)NC(C)=O (trans N-[4-(p-aminophenyl)cyclohexyl]acetamide), Cl (hydrochloric acid), material, [H-].[Al+3].[Li+].[H-].[H-].[H-] (lithium aluminum hydride), [OH-].[Na+] (sodium hydroxide). Solvent: O1CCCC1 (tetrahydrofuran), O (water), O1CCCC1 (tetrahydrofuran), O (water), CO (methanol), CCOCC (ether). Procedure details: A solution of 4 g. of trans N-[4-(p-aminophenyl)cyclohexyl]acetamide (prepared as in Example 83) in 150 ml. of tetrahydrofuran is added to 1.4 g. of lithium aluminum hydride in 10 ml. of tetrahydrofuran. The mixture is heated at reflux for about 3 hours and allowed to stand for about 16 hours. The cooled mixture is then heated with 1.4 ml. of water and 1.4 ml. of 15% aqueous sodium hydroxide solution and an additional 1.4 ml. of water. The solid is removed on a filter and the filtrate evaporated... Yield: 80.0%. As a reaction SMILES: [NH2:1][C:2]1[CH:7]=[CH:6][C:5]([C@H:8]2[CH2:13][CH2:12][C@H:11]([NH:14][C:15](=O)[CH3:16])[CH2:10][CH2:9]2)=[CH:4][CH:3]=1.[H-].[Al+3].[Li+].[H-].[H-].[H-].[OH-].[Na+].[ClH:26]>CCOCC.CO.O.O1CCCC1>[ClH:26].[ClH:26].[NH2:1][C:2]1[CH:3]=[CH:4][C:5]([C@H:8]2[CH2:13][CH2:12][C@H:11]([NH:14][CH2:15][CH3:16])[CH2:10][CH2:9]2)=[CH:6][CH:7]=1 |f:1.2.3.4.5.6,7.8,14.15.16|. Reactants: COC(C)=O, CC(=O)OC(C)C, CO, CO[PH](=O)OC, CO, Cl. Product: CO[PH](=O)OC, CC(C)O. As a reaction SMILES: [C:17]([O:18][CH3:19])(=[O:20])[CH3:21].[C:7](=[O:8])([CH3:9])[O:10][CH:11]([CH3:12])[CH3:13].[CH3:15][OH:16].[CH3:1][O:2][PH:3]([O:4][CH3:5])=[O:6].[CH3:22][OH:23].[ClH:14]>>[CH3:1][O:2][PH:3]([O:4][CH3:5])=[O:6].[OH:10][CH:11]([CH3:12])[CH3:13]. Reaction SMILES: [Cl:1][C:2]1[N:3]=[N:4][C:5](Cl)=[CH:6][CH:7]=1.[C:9]1([C:11](=[CH:13][CH:14]=[CH:15][CH:16]=1)[OH:12])[OH:10].C(=O)([O-])[O-].[K+].[K+].[OH-].[Na+]>CS(C)=O>[Cl:1][C:2]1[N:3]=[N:4][C:5]([O:10][C:9]2[CH:16]=[CH:15][CH:14]=[CH:13][C:11]=2[OH:12])=[CH:6][CH:7]=1 |f:2.3.4,5.6|. Solvent: CS(=O)C (dimethyl sulfoxide). Reaction conditions: time 2 hour. Reported procedure: 14.9 g of 3,6-dichloropyridazine and 14.3 g of catechol are dissolved in 40 ml of dimethyl sulfoxide, followed by addition of 15.2 g of anhydrous potassium carbonate. The mixture is heated gradually, and stirred at 80° to 90° C. for 2 hours. The reaction mixture, after cooling down, is poured into 300 ml of a 10% aqueous solution of sodium hydroxide. The resulting insoluble precipitates are filtered off and the filtrate is neutralized with concentrated hydrochloric acid. After the resulting crys... Reactants: ClC=1N=NC(=CC1)Cl (3,6-dichloropyridazine), C=1(O)C(O)=CC=CC1 (catechol), C([O-])([O-])=O.[K+].[K+] (potassium carbonate), aqueous solution, [OH-].[Na+] (sodium hydroxide). Isolated yield 60.2%. Yields the product ClC=1N=NC(=CC1)OC1=C(C=CC=C1)O (3-Chloro-6-(2-hydroxyphenoxy)pyridazine). Starting materials: C(C1=CC=NC=C1)(=O)OCC (ethyl isonicotinate), FC1=CC=C(C=C1)CC#N (4-fluorophenylacetonitrile), [O-]CC (ethoxide), Cl (HCl), [Na] (sodium). The solvent is C(C)O (ethanol), O (water). Conditions: temperature 100 celsius, time 15 minute. The product is Cl.C(#N)C(=C(O)C1=CC=NC=C1)C1=CC=C(C=C1)F (2-Cyano-2-(4-fluorophenyl)-1-(4-pyridyl)ethen-1-ol hydrochloride). As a reaction SMILES: [Na].[C:2]([O:10]CC)(=O)[C:3]1[CH:8]=[CH:7][N:6]=[CH:5][CH:4]=1.[F:13][C:14]1[CH:19]=[CH:18][C:17]([CH2:20][C:21]#[N:22])=[CH:16][CH:15]=1.[O-]CC.[ClH:26]>O.C(O)C>[ClH:26].[C:21]([C:20]([C:17]1[CH:18]=[CH:19][C:14]([F:13])=[CH:15][CH:16]=1)=[C:2]([C:3]1[CH:4]=[CH:5][N:6]=[CH:7][CH:8]=1)[OH:10])#[N:22] |f:7.8,^1:0|. Procedure: 17.3 g (0.75 mol) of metallic sodium were treated dropwise with 250 ml of absolute ethanol. 75.8 g (0.5 mol) of ethyl isonicotinate and 67.6 g (0.5 mol) of 4-fluorophenylacetonitrile were added to the ethoxide. The reaction mixture was stirred at 100° C. for 15 min. The mixture was then cooled in an ice bath and treated with 600 ml of dist. water. On acidifying to pH 1 using 90 ml of conc. HCl, the title compound deposited as a yellow precipitate. The precipitate was filtered off, washed with di... The reactants are Cl (hydrochloric acid), C(C)(C)ON=C(C(=O)NC1[C@@H]2N(C(=C(CS2)CSC2=NN=NN2C)C(=O)O)C1=O)C=1N=C(SC1)NC=O (7-[2-isopropoxyimino-2-(2-formamido-1,3-thiazol-4-yl)acetamido]-3-(1-methyl-1H-tetrazol-5-yl)thiomethyl-3-cephem-4-carboxylic acid), Cl (hydrochloric acid). The solvent is O1CCCC1 (tetrahydrofuran), CO (methanol). Reaction conditions: time 3.5 hour. Product: C(C)(C)ON=C(C(=O)NC1[C@@H]2N(C(=C(CS2)CSC2=NN=NN2C)C(=O)O)C1=O)C=1N=C(SC1)N (7-[2-isopropoxyimino-2-(2-amino-1,3-thiazol-4-yl)acetamido]-3-(1-methyl-1H-tetrazol-5-yl)thiomethyl-3-cephem-4-carboxylic acid). Isolated yield 56.1%. RXN SMILES: Cl.[CH:2]([O:5][N:6]=[C:7]([C:31]1[N:32]=[C:33]([NH:36]C=O)[S:34][CH:35]=1)[C:8]([NH:10][CH:11]1[C:29](=[O:30])[N:13]2[C:14]([C:26]([OH:28])=[O:27])=[C:15]([CH2:18][S:19][C:20]3[N:24]([CH3:25])[N:23]=[N:22][N:21]=3)[CH2:16][S:17][C@H:12]12)=[O:9])([CH3:4])[CH3:3]>O1CCCC1.CO>[CH:2]([O:5][N:6]=[C:7]([C:31]1[N:32]=[C:33]([NH2:36])[S:34][CH:35]=1)[C:8]([NH:10][CH:11]1[C:29](=[O:30])[N:13]2[C:14]([C:26]([OH:28])=[O:27])=[C:15]([CH2:18][S:19][C:20]3[N:24]([CH3:25])[N:23]=[N:22][N:21]=3)[CH2:16][S:17][C@H:12]12)=[O:9])([CH3:4])[CH3:3]. Procedure: Conc. hydrochloric acid (1 ml) was added to a solution of 7-[2-isopropoxyimino-2-(2-formamido-1,3-thiazol-4-yl)acetamido]-3-(1-methyl-1H-tetrazol-5-yl)thiomethyl-3-cephem-4-carboxylic acid (syn isomer)(1.5 g) in a mixture of tetrahydrofuran (12 ml) and methanol (12 ml). The mixture was stirred for 3.5 hours at ambient temperature and then concentrated to dryness. Water was added to the residue and to the mixture was added sodium bicarbonate to give a solution. The solution was adjusted to pH 3.0...